From a dataset of the Open Reaction Database (ORD), a public repository of structured organic reaction records. describe an organic reaction: reactants, conditions, products, and yield Procedure details: 2.6 g (65.1 mmol) of 60% sodium hydride is added in portions to a solution at 0° C. of 10 g (54.3 mmol) of (3-fluoro-4-hydroxy-phenyl)-methyl acetate diluted in 50 ml of tetrahydrofuran and 50 ml of dimethylformamide. The reaction mixture is stirred at room temperature for 45 minutes and then 6.8 ml (59.7 mmol) of 2-methoxyethoxymethyl chloride is added dropwise. The reaction mixture is stirred at room temperature for 2 hours and then the reaction mixture is treated by adding water and extracted... Run in O1CCCC1 (tetrahydrofuran), CN(C=O)C (dimethylformamide). Run at time 45 minute. Product: C(C)(=O)OCC1=CC(=C(C=C1)OCOCCOC)F ([3-fluoro-4-(2-methoxy-ethoxymethoxy)-phenyl]-methyl acetate). The reactants are O (water), [H-].[Na+] (sodium hydride), C(C)(=O)OCC1=CC(=C(C=C1)O)F ((3-fluoro-4-hydroxy-phenyl)-methyl acetate), COCCOCCl (2-methoxyethoxymethyl chloride). RXN SMILES: [H-].[Na+].[C:3]([O:6][CH2:7][C:8]1[CH:13]=[CH:12][C:11]([OH:14])=[C:10]([F:15])[CH:9]=1)(=[O:5])[CH3:4].[CH3:16][O:17][CH2:18][CH2:19][O:20][CH2:21]Cl.O>O1CCCC1.CN(C)C=O>[C:3]([O:6][CH2:7][C:8]1[CH:13]=[CH:12][C:11]([O:14][CH2:16][O:17][CH2:18][CH2:19][O:20][CH3:21])=[C:10]([F:15])[CH:9]=1)(=[O:5])[CH3:4] |f:0.1|. Yield: 65.6%. RXN SMILES: [CH3:26][OH:27].[ClH:30].[NH2:1][c:2]1[cH:3][c:4]([F:25])[c:5]([O:6][c:7]2[cH:8][cH:9][n:10][c:11]3[cH:12][c:13]([O:21][CH3:22])[c:14]([C:17](=[O:18])[O:19][CH3:20])[cH:15][c:16]23)[cH:23][cH:24]1.[Na+:29].[OH-:28].[OH2:31]>>[NH2:1][c:2]1[cH:3][c:4]([F:25])[c:5]([O:6][c:7]2[cH:8][cH:9][n:10][c:11]3[cH:12][c:13]([O:21][CH3:22])[c:14]([C:17](=[O:18])[OH:19])[cH:15][c:16]23)[cH:23][cH:24]1. The product is COc1cc2nccc(Oc3ccc(N)cc3F)c2cc1C(=O)O. Starting materials: CO, Cl, COC(=O)c1cc2c(Oc3ccc(N)cc3F)ccnc2cc1OC, [Na+], [OH-], O.